Dataset: the Open Reaction Database (ORD), a public repository of structured organic reaction records. Task: describe an organic reaction: reactants, conditions, products, and yield Starting materials: tri(ethylene glycol) dimethyl ether, FC=1C=C(C2=C(N=C(S2)N)C1)F (5,7-difluoro-1,3-benzothiazol-2-amine), Cl (HCl), N(=O)OCCC(C)C (isoamyl nitrite). Reagents/catalysts: [Cu](Cl)Cl (copper chloride). The solvent is C(C)#N (acetonitrile), tri(ethylene glycol) dimethyl ether, C(C)#N (acetonitrile). Reaction conditions: time 30 minute. Yields the product ClC=1SC2=C(N1)C=C(C=C2F)F (2-chloro-5,7-difluoro-1,3-benzothiazole). The yield is 48.0%. As a reaction SMILES: N(OCCC(C)C)=O.[F:9][C:10]1[CH:11]=[C:12]([F:20])[C:13]2[S:17][C:16](N)=[N:15][C:14]=2[CH:19]=1.[ClH:21]>C(#N)C.[Cu](Cl)Cl>[Cl:21][C:16]1[S:17][C:13]2[C:12]([F:20])=[CH:11][C:10]([F:9])=[CH:19][C:14]=2[N:15]=1. Procedure: To a solution containing copper chloride (H) (0.89 g, 6.64 mmol) and tri(ethylene glycol) dimethyl ether (6 mL) in acetonitrile (60 mL) was added isoamyl nitrite (0.97 g, 8.30 mmol) and the reaction mixture was stirred at rt for 30 minutes. To this suspension was added dropwise a solution of 5,7-difluoro-1,3-benzothiazol-2-amine (1.03 g, 5.53 mmol) in tri(ethylene glycol) dimethyl ether (20 mL) and acetonitrile (30 mL). The reaction mixture was stirred at rt for 10 minutes and heated at 50° C. f... The reactants are N(=O)OCCC(C)C (isoamyl nitrite), NC1=NC(=C(C(=C1C#N)C1=CC=C(C=C1)O)C#N)OC (2-amino-4-(4-hydroxyphenyl)-6-methoxypyridine-3,5-dicarbonitrile), Cl (hydrochloric acid). The reagents and catalysts are [Cu](Cl)Cl (copper(II) chloride). Run in C(C)#N (acetonitrile). Conditions: time 8 hour. The product is ClC1=NC(=C(C(=C1C#N)C1=CC=C(C=C1)O)C#N)OC (2-Chloro-4-(4-hydroxyphenyl)-6-methoxypyridine-3,5-dicarbonitrile). Reaction SMILES: N[C:2]1[C:7]([C:8]#[N:9])=[C:6]([C:10]2[CH:15]=[CH:14][C:13]([OH:16])=[CH:12][CH:11]=2)[C:5]([C:17]#[N:18])=[C:4]([O:19][CH3:20])[N:3]=1.N(OCCC(C)C)=O.[ClH:29]>C(#N)C.[Cu](Cl)Cl>[Cl:29][C:2]1[C:7]([C:8]#[N:9])=[C:6]([C:10]2[CH:15]=[CH:14][C:13]([OH:16])=[CH:12][CH:11]=2)[C:5]([C:17]#[N:18])=[C:4]([O:19][CH3:20])[N:3]=1. Reported procedure: 7.98 g (15.285 mmol) of 2-amino-4-(4-hydroxyphenyl)-6-methoxypyridine-3,5-dicarbonitrile are initially charged in 120 ml of acetonitrile, 6.175 ml (45.855 mmol) of isoamyl nitrite and 6.165 g (45.855 mmol) of copper(II) chloride are added and the mixture is stirred at room temperature overnight. 1N hydrochloric acid is added, and the reaction mixture is extracted with ethyl acetate. The organic phase is washed with saturated aqueous sodium bicarbonate solution and with water, dried over sodium s... Reactants: OCCCc1cc(Cl)cc(N2CCOCC2)n1, NN, C1COCCO1. Product: NNc1cc(CCCO)nc(N2CCOCC2)c1. RXN SMILES: [Cl:1][c:2]1[cH:3][c:4]([CH2:14][CH2:15][CH2:16][OH:17])[n:5][c:6]([N:8]2[CH2:9][CH2:10][O:11][CH2:12][CH2:13]2)[cH:7]1.[NH2:18][NH2:19].[O:20]1[CH2:21][CH2:22][O:23][CH2:24][CH2:25]1>>[c:2]1([NH:18][NH2:19])[cH:3][c:4]([CH2:14][CH2:15][CH2:16][OH:17])[n:5][c:6]([N:8]2[CH2:9][CH2:10][O:11][CH2:12][CH2:13]2)[cH:7]1. The reactants are C(C)(C)C1=CC=C(CO)C=C1 (4-isopropylbenzyl alcohol), C(=O)(N1C=NC=C1)N1C=NC=C1 (1,1′-carbonyldiimidazole). Run in C1(=CC=CC=C1)C (toluene). Conditions: time 18 hour. Yields the product C(C)(C)C1=CC=C(COC(=O)N2C=NC=C2)C=C1 (imidazole-1-carboxylic acid-(4-isopropyl)benzyl ester). Isolated yield 87.4%. RXN SMILES: [CH:1]([C:4]1[CH:11]=[CH:10][C:7]([CH2:8][OH:9])=[CH:6][CH:5]=1)([CH3:3])[CH3:2].[C:12](N1C=CN=C1)([N:14]1[CH:18]=[CH:17][N:16]=[CH:15]1)=[O:13]>C1(C)C=CC=CC=1>[CH:1]([C:4]1[CH:5]=[CH:6][C:7]([CH2:8][O:9][C:12]([N:14]2[CH:18]=[CH:17][N:16]=[CH:15]2)=[O:13])=[CH:10][CH:11]=1)([CH3:3])[CH3:2]. Procedure: To a solution of 4-isopropylbenzyl alcohol (4.51 g, 30.02 mmol) in 50 mL toluene was added 1,1′-carbonyldiimidazole (4.87 g, 30.02 mmol). This solution was stirred 18 h at ambient temperature. White precipitate was filtered off and the filtrate was concentrated under reduced pressure. The resultant oil was flash chromatographed with 15% ethyl acetate/hexanes to yield 6.41 g (87%) of imidazole-1-carboxylic acid-(4-isopropyl)benzyl ester, a clear oil. The reactants are N#CBr (cyanogen bromide), C([O-])([O-])=O.[K+].[K+] (potassium carbonate), FC(C(=O)O)(F)F.ClC1=CC(=C(N=N1)NN)C(C)C ((6-Chloro-4-isopropylpyridazin-3-yl)hydrazine trifluoroacetic acid salt), N#CBr (cyanogen bromide). Solvent: O (water), CCO (EtOH), O (water), C(C)O.O (ethanol water). Conditions: time 8 hour. Yields the product ClC=1C=C(C=2N(N1)C(=NN2)N)C(C)C (6-Chloro-8-isopropyl-[1,2,4]triazolo[4,3-b]pyridazin-3-ylamine). As a reaction SMILES: FC(F)(F)C(O)=O.[Cl:8][C:9]1[N:14]=[N:13][C:12]([NH:15][NH2:16])=[C:11]([CH:17]([CH3:19])[CH3:18])[CH:10]=1.[N:20]#[C:21]Br.C(=O)([O-])[O-].[K+].[K+]>C(O)C.O.CCO.O>[Cl:8][C:9]1[CH:10]=[C:11]([CH:17]([CH3:19])[CH3:18])[C:12]2[N:13]([C:21]([NH2:20])=[N:16][N:15]=2)[N:14]=1 |f:0.1,3.4.5,6.7|. Reported procedure: (6-Chloro-4-isopropylpyridazin-3-yl)hydrazine trifluoroacetic acid salt (W3.009; 258 mg) was initially charged in ethanol/water (6/1 ml) at RT while stirring. Thereafter, cyanogen bromide (182 mg, dissolved in a mixture of 1.5 ml of EtOH and 0.5 ml of water) was cautiously added dropwise. After stirring for 5 hours, the mixture was left to stand overnight, another 1 eq. of the cyanogen bromide solution was added and the mixture was stirred all day. After standing overnight, the solvent was drawn...